From a dataset of the Open Reaction Database (ORD), a public repository of structured organic reaction records. describe an organic reaction: reactants, conditions, products, and yield Starting materials: COC(=O)[C@H](C=1C=CC=CC1Cl)N2CCC3=C(C=CS3)C2 (Clopidogrel), CS(=O)(=O)O (Methanesulfonic acid). Run in CC(=O)C (acetone). Product: COC(=O)[C@H](C=1C=CC=CC1Cl)N2CCC3=C(C=CS3)C2.S(C)(=O)(=O)[O-] (Clopidogrel Mesylate). As a reaction SMILES: [CH3:1][O:2][C:3]([C@@H:5]([N:13]1[CH2:21][C:17]2[CH:18]=[CH:19][S:20][C:16]=2[CH2:15][CH2:14]1)[C:6]1[CH:7]=[CH:8][CH:9]=[CH:10][C:11]=1[Cl:12])=[O:4].[CH3:22][S:23]([OH:26])(=[O:25])=[O:24]>CC(C)=O>[CH3:1][O:2][C:3]([C@@H:5]([N:13]1[CH2:21][C:17]2[CH:18]=[CH:19][S:20][C:16]=2[CH2:15][CH2:14]1)[C:6]1[CH:7]=[CH:8][CH:9]=[CH:10][C:11]=1[Cl:12])=[O:4].[S:23]([O-:26])(=[O:25])(=[O:24])[CH3:22] |f:3.4|. Procedure: Clopidogrel base was dissolved in acetone to obtain a clear solution. Methanesulfonic acid was added to the solution at 20° C. The reaction mixture was heated to reflux temperature for 2 to 10 hrs. The solvent was evaporated to dryness under reduced pressure to obtain the title compound. Reactants: C(C)S(=O)(=O)N1CCC(CC1)C1=CNC2=C(C=C(C=C12)C=1SC(=CC1)CNCC(CC)C)C(=O)N (3-[1-(ethylsulfonyl)-4-piperidinyl]-5-(5-{[(2-methylbutyl)amino]methyl}-2-thienyl)-1H-indole-7-carboxamide), [BH3-]C#N.[Na+] (NaCNBH3), C(=O)C1=CC=C(S1)B(O)O ((5-formyl-2-thienyl)boronic acid), C(CCC)N (butylamine). Product: C(CCC)NCC1=CC=C(S1)B(O)O ({5-[(butylamino)methyl]-2-thienyl}boronic acid). As a reaction SMILES: C(S(N1CCC(C2C3C(=C(C(N)=O)C=C([C:21]4[S:22][C:23]([CH2:26][NH:27][CH2:28][CH:29](C)[CH2:30][CH3:31])=[CH:24][CH:25]=4)C=3)NC=2)CC1)(=O)=O)C.C(C1SC([B:43]([OH:45])[OH:44])=CC=1)=O.C(N)CCC.[BH3-]C#N.[Na+]>>[CH2:28]([NH:27][CH2:26][C:23]1[S:22][C:21]([B:43]([OH:45])[OH:44])=[CH:25][CH:24]=1)[CH2:29][CH2:30][CH3:31] |f:3.4|. Reported procedure: Following the general procedure of 3-[1-(ethylsulfonyl)-4-piperidinyl]-5-(5-{[(2-methylbutyl)amino]methyl}-2-thienyl)-1H-indole-7-carboxamide, (5-formyl-2-thienyl)boronic acid (50 mg, 0.32 mmol), butylamine (24 mg, 0.32 mmol), and NaCNBH3 (40 mg, 0.64 mmol) were reacted to give 49 mg of crude {5-[(butylamino)methyl]-2-thienyl}boronic acid. The crude {5-[(butylamino)methyl]-2-thienyl}boronic acid was then reacted with 5-bromo-3-[1-(ethylsulfonyl)-4-piperidinyl]-1H-indole-7-carboxamide (65 mg, 0.1...